describe an organic reaction: reactants, conditions, products, and yield From a dataset of the Open Reaction Database (ORD), a public repository of structured organic reaction records. Starting materials: C(C)O (Ethanol), [OH-].[K+] (potassium hydroxide), C(CCC)C=1N(C(=C(N1)Cl)C=O)CC1=CC2=C(N(N=C2C=C1)C1=C(C=CC=C1)C(=O)OCC)Br (2-butyl4-chloro-1-[3-bromo-2- (2-ethoxycarbonylphenyl)-2H-indazol-5-yl]methyl-1 H-imidazole-5-carbaldehyde). Solvent: O (water). Run at time 1 day. Product: C(CCC)C=1N(C(=C(N1)Cl)C=O)CC1=CC2=C(N(N=C2C=C1)C1=C(C=CC=C1)C(=O)O)Br (2-butyl-4-chloro-1-[3-bromo-2-(2-carboxyphenyl)-2H-indazol-5-yl]methyl-1H-imidazole-5-carbaldehyde). Isolated yield 75.0%. RXN SMILES: C(O)C.[OH-].[K+].[CH2:6]([C:10]1[N:11]([CH2:18][C:19]2[CH:27]=[CH:26][C:25]3[C:21](=[C:22]([Br:39])[N:23]([C:28]4[CH:33]=[CH:32][CH:31]=[CH:30][C:29]=4[C:34]([O:36]CC)=[O:35])[N:24]=3)[CH:20]=2)[C:12]([CH:16]=[O:17])=[C:13]([Cl:15])[N:14]=1)[CH2:7][CH2:8][CH3:9]>O>[CH2:6]([C:10]1[N:11]([CH2:18][C:19]2[CH:27]=[CH:26][C:25]3[C:21](=[C:22]([Br:39])[N:23]([C:28]4[CH:33]=[CH:32][CH:31]=[CH:30][C:29]=4[C:34]([OH:36])=[O:35])[N:24]=3)[CH:20]=2)[C:12]([CH:16]=[O:17])=[C:13]([Cl:15])[N:14]=1)[CH2:7][CH2:8][CH3:9] |f:1.2|. Procedure: Ethanol (1.2 ml ), ion-exchanged water (0.3 ml ), and potassium hydroxide (28 mg) were added to 2-butyl4-chloro-1-[3-bromo-2- (2-ethoxycarbonylphenyl)-2H-indazol-5-yl]methyl-1 H-imidazole-5-carbaldehyde (101 mg, 0.186 mmol) as obtained in Example 1, and the mixture was stirred at room temperature for one day. The mixture was concentrated in an evaporator, and partitioned by ion-exchanged water (2.5 ml) and diethyl ether (5 ml). The water layer was separated and conc. hydrochloric acid was dropwi... Reactants: COC1=C(C(=O)N[C@@H]2CN3CCC2CC3)C=CC=C1 ((S)-2-methoxy-N-(quinuclidin-3-yl)benzamide), COC1=C(C(=O)O)C=CC=N1 (2-methoxynicotinic acid). Product: COC1=NC=CC=C1C(=O)N[C@@H]1CN2CCC1CC2 ((S)-2-methoxy-N-(quinuclidin-3-yl)pyridine-3-carboxamide). RXN SMILES: [CH3:1][O:2][C:3]1C=[CH:18][CH:17]=[CH:16][C:4]=1[C:5]([NH:7][C@H:8]1[CH:13]2[CH2:14][CH2:15][N:10]([CH2:11][CH2:12]2)[CH2:9]1)=[O:6].COC1[N:30]=CC=CC=1C(O)=O>>[CH3:1][O:2][C:3]1[C:4]([C:5]([NH:7][C@H:8]2[CH:13]3[CH2:12][CH2:11][N:10]([CH2:15][CH2:14]3)[CH2:9]2)=[O:6])=[CH:16][CH:17]=[CH:18][N:30]=1. Reported procedure: Title compound was synthesized according to the procedure used in the synthesis of Compound 19S, using 2-methoxynicotinic acid in place of o-methoxybenzoic acid. 1H NMR (400 MHz, CDCl3) δ (ppm): 8.51 (dd, J=8 Hz 1H), 8.28 (dd, J=6 Hz 1H), 7.07 (dd, J=8 Hz 1H), 4.16 (s, 3H, m, 1H), 3.44 (dd, J=12 Hz, 1H), 2.92 (t, J=8 Hz 2H), 2.85 (m, 2H), 2.61 (ddd, J=16, 12 Hz, 1H), 2.03 (m, 1H), 1.75 (m, 3H), 1.59 (m, 1H). C14H19N3O2=261.15 LCMS (M+H): m/z 262 Starting materials: CC(C)CCOCC1CO1, CCCCCCCCCCCC(=O)O, [K+], [OH-], O. The product is CC(C)CCOCC(O)CO. Reaction SMILES: [CH2:1]([CH:2]1[CH2:3][O:4]1)[O:5][CH2:6][CH2:7][CH:8]([CH3:9])[CH3:10].[CH3:12][CH2:13][CH2:14][CH2:15][CH2:16][CH2:17][CH2:18][CH2:19][CH2:20][CH2:21][CH2:22][C:23]([OH:24])=[O:25].[K+:27].[OH-:26].[OH2:11]>>[CH2:1]([CH:2]([CH2:3][OH:24])[OH:4])[O:5][CH2:6][CH2:7][CH:8]([CH3:9])[CH3:10]. The reactants are ClC=1C(=NC=CC1)N1N=C(C=C1C1=NC=2C=CC3=CC=CN=C3C2C(O1)=O)C(F)(F)F (2-[2-(3-chloro-pyridin-2-yl)-5-trifluoromethyl-2H-pyrazol-3-yl]-3-oxa-1,5-diaza-phenanthren-4-one), C(C)#N.O (acetonitrile H2O), C(C)(C)N (isopropylamine). Solvent: [Cl-].[Na+].O (Brine), mixture. Reaction conditions: time 6 hour. The product is C(C)(C)NC(=O)C=1C(=CC=C2C=CC=NC12)NC(=O)C=1N(N=C(C1)C(F)(F)F)C1=NC=CC=C1Cl (7-{[2-(3-chloro-pyridin-2-yl)-5-trifluoromethyl-2H-pyrazole-3-carbonyl]-amino}-quinoline-8-carboxylic acid isopropylamide). Yield: 71.0%. RXN SMILES: [Cl:1][C:2]1[C:3]([N:8]2[C:12]([C:13]3[O:26][C:25](=[O:27])[C:24]4[C:23]5[C:18](=[CH:19][CH:20]=[CH:21][N:22]=5)[CH:17]=[CH:16][C:15]=4[N:14]=3)=[CH:11][C:10]([C:28]([F:31])([F:30])[F:29])=[N:9]2)=[N:4][CH:5]=[CH:6][CH:7]=1.C(#N)C.O.[CH:36]([NH2:39])([CH3:38])[CH3:37]>[Cl-].[Na+].O>[CH:36]([NH:39][C:25]([C:24]1[C:15]([NH:14][C:13]([C:12]2[N:8]([C:3]3[C:2]([Cl:1])=[CH:7][CH:6]=[CH:5][N:4]=3)[N:9]=[C:10]([C:28]([F:31])([F:29])[F:30])[CH:11]=2)=[O:26])=[CH:16][CH:17]=[C:18]2[C:23]=1[N:22]=[CH:21][CH:20]=[CH:19]2)=[O:27])([CH3:38])[CH3:37] |f:1.2,4.5.6|. Procedure details: To a suspension of 140 mg (0.28 mmol) of the above 2-[2-(3-chloro-pyridin-2-yl)-5-trifluoromethyl-2H-pyrazol-3-yl]-3-oxa-1,5-diaza-phenanthren-4-one in 5.60 mL of a mixture acetonitrile: H2O 4:1 (v/v) is added 73 μL (0.85 mmol) of isopropylamine. The reaction mixture is stirred for 6 hours at ambient temperature. Brine is then added to the mixture and the product is extracted with ethyl acetate (3 times). The regrouped organic phases are dried on Na2SO4, filtrated and evaporated. The purificatio... Starting materials: CS(C)=O, CSCc1cccc2c(C(C)(CCOS(C)(=O)=O)c3ccc(Cl)cc3)c[nH]c12, ClCCl, N#C[K], O. Yields the product CSCc1cccc2c(C(C)(CCC#N)c3ccc(Cl)cc3)c[nH]c12. Reaction SMILES: [CH3:36][S:37]([CH3:38])=[O:39].[CH3:4][S:5]([O:6][CH2:9][CH2:10][C:11]([CH3:12])([c:13]1[cH:14][nH:15][c:16]2[c:17]([CH2:22][S:23][CH3:24])[cH:18][cH:19][cH:20][c:21]12)[c:25]1[cH:26][cH:27][c:28]([Cl:31])[cH:29][cH:30]1)(=[O:7])=[O:8].[Cl:33][CH2:34][Cl:35].[K:1][C:2]#[N:3].[OH2:32]>>[C:2](#[N:3])[CH2:9][CH2:10][C:11]([CH3:12])([c:13]1[cH:14][nH:15][c:16]2[c:17]([CH2:22][S:23][CH3:24])[cH:18][cH:19][cH:20][c:21]12)[c:25]1[cH:26][cH:27][c:28]([Cl:31])[cH:29][cH:30]1. Starting materials: NN (hydrazine), CCN(C(C)C)C(C)C (Hunig's base), FC1=C(C#N)C(=CC(=C1)C1=NC(=NC(=C1)N1[C@@H](COCC1)C)NC)F (2,6-difluoro-4-{2-(methylamino)-6-[(3R)-3-methyl-4-morpholinyl]-4-pyrimidinyl}benzonitrile), CN (methylamine), CN (methylamine). The solvent is CN(C)C=O (DMF). Reaction conditions: time 8 hour. The product is CNC=1C=2C(=NNC2C=C(C1)C1=NC(=NC(=C1)N1[C@@H](COCC1)C)NC)N (N4-Methyl-6-{2-(methylamino)-6-[(3R)-3-methyl-4-morpholinyl]-4-pyrimidinyl}-1H-indazole-3,4-diamine). Isolated yield 37.9%. Reaction SMILES: F[C:2]1[CH:9]=[C:8]([C:10]2[CH:15]=[C:14]([N:16]3[CH2:21][CH2:20][O:19][CH2:18][C@H:17]3[CH3:22])[N:13]=[C:12]([NH:23][CH3:24])[N:11]=2)[CH:7]=[C:6](F)[C:3]=1[C:4]#[N:5].[CH3:26][NH2:27].[NH2:28][NH2:29].CCN(C(C)C)C(C)C>CN(C=O)C>[CH3:26][NH:27][C:6]1[C:3]2[C:4]([NH2:5])=[N:28][NH:29][C:2]=2[CH:9]=[C:8]([C:10]2[CH:15]=[C:14]([N:16]3[CH2:21][CH2:20][O:19][CH2:18][C@H:17]3[CH3:22])[N:13]=[C:12]([NH:23][CH3:24])[N:11]=2)[CH:7]=1. Reported procedure: To a 20-mL vial was added 2,6-difluoro-4-{2-(methylamino)-6-[(3R)-3-methyl-4-morpholinyl]-4-pyrimidinyl}benzonitrile (100 mg, 0.290 mmol), DMF (1 mL), and methylamine (2 M in THF, 0.174 mL, 0.347 mmol). The reaction was stirred overnight at room temperature. An additional 0.6 equiv of methylamine solution (2 M in THF) was added and the reaction stirred at room temperature for 3 days over the weekend. The reaction mixture was concentrated in vacuo, and the residue was dissolved in ethanol (1.5 mL... Starting materials: C1COCCOCCOCCOCCO1, Cc1cccnc1S(=O)(=O)Cl, CN(Cc1c[nH]c(-c2cccnc2F)c1F)C(=O)OC(C)(C)C, [H-], [Na+], C1CCOC1, O. The product is Cc1cccnc1S(=O)(=O)n1cc(CN(C)C(=O)OC(C)(C)C)c(F)c1-c1cccnc1F. RXN SMILES: [CH2:26]1[O:27][CH2:28][CH2:29][O:30][CH2:31][CH2:32][O:33][CH2:34][CH2:35][O:36][CH2:37][CH2:38][O:39][CH2:40]1.[CH3:41][c:42]1[c:43]([S:48](=[O:49])(=[O:50])[Cl:51])[n:44][cH:45][cH:46][cH:47]1.[F:3][c:4]1[c:5]([CH2:16][N:17]([C:18]([O:19][C:20]([CH3:21])([CH3:22])[CH3:23])=[O:24])[CH3:25])[cH:6][nH:7][c:8]1-[c:9]1[c:10]([F:15])[n:11][cH:12][cH:13][cH:14]1.[H-:1].[Na+:2].[O:52]1[CH2:53][CH2:54][CH2:55][CH2:56]1.[OH2:57]>>[F:3][c:4]1[c:5]([CH2:16][N:17]([C:18]([O:19][C:20]([CH3:21])([CH3:22])[CH3:23])=[O:24])[CH3:25])[cH:6][n:7]([S:48]([c:43]2[c:42]([CH3:41])[cH:47][cH:46][cH:45][n:44]2)(=[O:49])=[O:50])[c:8]1-[c:9]1[c:10]([F:15])[n:11][cH:12][cH:13][cH:14]1. Starting materials: CCO, CC(C)O, CC(C)OC(C)C, S=C=Nc1cccnc1, OCC1Cc2sccc2CN1. The product is OCC1Cc2sccc2CN1C(=S)Nc1cccnc1. RXN SMILES: [CH3:32][CH2:33][OH:34].[CH:21]([OH:22])([CH3:23])[CH3:24].[CH:25]([O:26][CH:27]([CH3:28])[CH3:29])([CH3:30])[CH3:31].[N:1](=[C:2]=[S:3])[c:4]1[cH:5][n:6][cH:7][cH:8][cH:9]1.[OH:10][CH2:11][CH:12]1[CH2:13][c:14]2[c:15]([cH:18][cH:19][s:20]2)[CH2:16][NH:17]1>>[NH:1]([C:2](=[S:3])[N:17]1[CH:12]([CH2:11][OH:10])[CH2:13][c:14]2[c:15]([cH:18][cH:19][s:20]2)[CH2:16]1)[c:4]1[cH:5][n:6][cH:7][cH:8][cH:9]1. Reported procedure: 0.2 g of 4-chloro-6-(2-pentynyloxy)pyrimidine and 0.23 g of 3-trifluoromethylpiperidine were mixed and left for 10 hours at room temperature. The reaction mixture was subjected to silica gel column chromatography to obtain 0.15 g of 6-(2-pentynyloxy)-4-(3-trifluoromethylpiperidino)pyrimidine (hereinafter, referred to as Compound (25)). Run at time 10 hour. The product is C(C#CCC)OC1=CC(=NC=N1)N1CC(CCC1)C(F)(F)F (6-(2-pentynyloxy)-4-(3-trifluoromethylpiperidino)pyrimidine). As a reaction SMILES: Cl[C:2]1[CH:7]=[C:6]([O:8][CH2:9][C:10]#[C:11][CH2:12][CH3:13])[N:5]=[CH:4][N:3]=1.[F:14][C:15]([F:23])([F:22])[CH:16]1[CH2:21][CH2:20][CH2:19][NH:18][CH2:17]1>>[CH2:9]([O:8][C:6]1[N:5]=[CH:4][N:3]=[C:2]([N:18]2[CH2:19][CH2:20][CH2:21][CH:16]([C:15]([F:23])([F:22])[F:14])[CH2:17]2)[CH:7]=1)[C:10]#[C:11][CH2:12][CH3:13]. The yield is 47.1%. The reactants are ClC1=NC=NC(=C1)OCC#CCC (4-chloro-6-(2-pentynyloxy)pyrimidine), FC(C1CNCCC1)(F)F (3-trifluoromethylpiperidine).